Dataset: the Open Reaction Database (ORD), a public repository of structured organic reaction records. Task: describe an organic reaction: reactants, conditions, products, and yield Starting materials: BrC1=NC=CC=C1 (2-bromopyridine), O1C(=CC=C1)P(C=1OC=CC1)C=1OC=CC1 (P-(2-furyl)3), Cl (hydrochloric acid), BrCCBr (1,2-dibromoethane), C[Si](C)(C)Cl (trimethylsilyl chloride), IC1CCN(CC1)C(=O)OC(C)(C)C (tert-butyl 4-iodopiperidine-1-carboxylate), C1(O)=CC=C(O)C=C1 (hydroquinone). Reagents/catalysts: C=1C=CC(=CC1)/C=C/C(=O)/C=C/C2=CC=CC=C2.C=1C=CC(=CC1)/C=C/C(=O)/C=C/C2=CC=CC=C2.C=1C=CC(=CC1)/C=C/C(=O)/C=C/C2=CC=CC=C2.[Pd].[Pd] (Pd2(dba)3), [Zn] (Zinc). Run in CN(C=O)C (N,N-dimethylformamide), CN(C=O)C (N,N-dimethylformamide). Conditions: temperature 65 celsius, time 20 minute. The product is N1=C(C=CC=C1)C1CCN(CC1)C(=O)OC(C)(C)C (tert-Butyl 4-pyridin-2-ylpiperidine-1-carboxylate). Reaction SMILES: Cl.BrCCBr.C[Si](Cl)(C)C.I[CH:12]1[CH2:17][CH2:16][N:15]([C:18]([O:20][C:21]([CH3:24])([CH3:23])[CH3:22])=[O:19])[CH2:14][CH2:13]1.C1(C=CC(O)=CC=1)O.Br[C:34]1[CH:39]=[CH:38][CH:37]=[CH:36][N:35]=1.O1C=CC=C1P(C1OC=CC=1)C1OC=CC=1>CN(C)C=O.[Zn].C1C=CC(/C=C/C(/C=C/C2C=CC=CC=2)=O)=CC=1.C1C=CC(/C=C/C(/C=C/C2C=CC=CC=2)=O)=CC=1.C1C=CC(/C=C/C(/C=C/C2C=CC=CC=2)=O)=CC=1.[Pd].[Pd]>[N:35]1[CH:36]=[CH:37][CH:38]=[CH:39][C:34]=1[CH:12]1[CH2:17][CH2:16][N:15]([C:18]([O:20][C:21]([CH3:24])([CH3:23])[CH3:22])=[O:19])[CH2:14][CH2:13]1 |f:9.10.11.12.13|. Procedure details: Zinc powder (10.50 g, 160.60 mmol) was added to 2M hydrochloric acid (25 mL) and the resulting suspension was stirred for 20 minutes. It was then filtered and washed with water (10 mL), ethanol (10 mL), diethyl ether (10 mL) and dried in a vacuum oven for 24 hours. The dried zinc was suspended in N,N-dimethylformamide (50 mL) and 1,2-dibromoethane (277 μL, 3.21 mmol) was added. The resulting suspension was warmed to 65° C. for 5 minutes and then allowed to cool to room temperature, after which t...